From a dataset of the Open Reaction Database (ORD), a public repository of structured organic reaction records. describe an organic reaction: reactants, conditions, products, and yield The reactants are N(=O)[O-].[Na+] (sodium nitrite), O=C(CC(=O)OCC)CCC (ethyl 3-oxohexanoate). Reaction conditions: temperature 20 celsius, time 15.5 hour. Procedure details: A solution of sodium nitrite (2.94) in water (7 ml) was added over 1.5 h at 25°-30° C. to a stirred solution of ethyl 3-oxohexanoate (5.0 g) in glacial acetic acid (6 ml). The orange mixture was stirred at 25° C. for 0.5 h before dilution with water (2 ml) and stirring at 20° C. for 15.5 h. The mixture was extracted with ether (2×20 ml) and the combined extracts washed with water (20 ml), 8% sodium bicarbonate (2×20 ml) and saturated sodium chloride solution (20 ml). The yellow solution was then... Product: ON=C(C(=O)OCC)C(CCC)=O (Ethyl 2-(hydroxyimino)-3-oxohexanoate). Reaction SMILES: [N:1]([O-:3])=O.[Na+].[O:5]=[C:6]([CH2:13][CH2:14][CH3:15])[CH2:7][C:8]([O:10][CH2:11][CH3:12])=[O:9]>O.C(O)(=O)C>[OH:3][N:1]=[C:7]([C:6](=[O:5])[CH2:13][CH2:14][CH3:15])[C:8]([O:10][CH2:11][CH3:12])=[O:9] |f:0.1|. The solvent is O (water), C(C)(=O)O (acetic acid), O (water). The reactants are C(C1=CC=CC=C1)OC(CC1(CCC(CC1)=O)O)=O ((1-Hydroxy-4-oxo-cyclohexyl)-acetic acid benzyl ester), C(C1=CC=CC=C1)N (benzylamine). The product is C(C1=CC=CC=C1)OC(CC1(CCC(CC1)NCC1=CC=CC=C1)O)=O ((4-Benzylamino-1-hydroxy-cyclohexyl)-acetic acid benzyl ester). As a reaction SMILES: [CH2:1]([O:8][C:9](=[O:19])[CH2:10][C:11]1([OH:18])[CH2:16][CH2:15][C:14](=O)[CH2:13][CH2:12]1)[C:2]1[CH:7]=[CH:6][CH:5]=[CH:4][CH:3]=1.[CH2:20]([NH2:27])[C:21]1[CH:26]=[CH:25][CH:24]=[CH:23][CH:22]=1>>[CH2:1]([O:8][C:9](=[O:19])[CH2:10][C:11]1([OH:18])[CH2:16][CH2:15][CH:14]([NH:27][CH2:20][C:21]2[CH:26]=[CH:25][CH:24]=[CH:23][CH:22]=2)[CH2:13][CH2:12]1)[C:2]1[CH:7]=[CH:6][CH:5]=[CH:4][CH:3]=1. Reported procedure: Prepared from (1-Hydroxy-4-oxo-cyclohexyl)-acetic acid benzyl ester and benzylamine following the procedure described in Step 2 of Example 43. The crude product was purified by flash chromatography on silica gel (0-10% CH3OH:CH2Cl2). ESI-MS m/z 354 (MH)+. Starting materials: —Sodium borohydride, C(=C)[C@H]1[C@H]2C3=CCC([C@@]3(C)CC[C@@H]2C=2C=CC(=CC2C1)OC)=O ((7α)-7-ethenyl-3-methoxyestra-1,3,5(10),14-tetraen-17-one), C(C)O (ethanol). The solvent is O (water), O (water). Reaction conditions: time 50 minute. Product: C(=C)[C@H]1[C@H]2C3=CC[C@@H]([C@@]3(C)CC[C@@H]2C=2C=CC(=CC2C1)OC)O ((7α,17β)-7-ethenyl-3-methoxyestra-1,3,5(10),14-tetraen-17-ol). Isolated yield 97.4%. Reaction SMILES: [CH:1]([C@@H:3]1[CH2:20][C:19]2[CH:18]=[C:17]([O:21][CH3:22])[CH:16]=[CH:15][C:14]=2[C@@H:13]2[C@@H:4]1[C:5]1[C@@:9]([CH2:11][CH2:12]2)([CH3:10])[C:8](=[O:23])[CH2:7][CH:6]=1)=[CH2:2].C(O)C>O>[CH:1]([C@@H:3]1[CH2:20][C:19]2[CH:18]=[C:17]([O:21][CH3:22])[CH:16]=[CH:15][C:14]=2[C@@H:13]2[C@@H:4]1[C:5]1[C@@:9]([CH2:11][CH2:12]2)([CH3:10])[C@@H:8]([OH:23])[CH2:7][CH:6]=1)=[CH2:2]. Reported procedure: —Sodium borohydride (1.47 g) was added to a solution of (7α)-7-ethenyl-3-methoxyestra-1,3,5(10),14-tetraen-17-one (1.50 g) obtained in the previous step in a mixture of tetrahydrofliran (27.8 ml), ethanol (27.8 ml) and water (4.55 ml). The reaction mixture was stirred for 50 min. and then poured into water. The product was extracted into ethyl acetate. The combined organic phases were washed with water and brine, dried over sodium sulfate and concentrated, to afford (7α,17β)-7-ethenyl-3-methoxye...